Dataset: the Open Reaction Database (ORD), a public repository of structured organic reaction records. Task: describe an organic reaction: reactants, conditions, products, and yield The reactants are 1h, O1C(CCCC1)C(=O)O (Tetrahydropyran-2-carboxylic acid), C(C(=O)Cl)(=O)Cl (oxalyl chloride). The reagents and catalysts are CN(C)C=O (DMF). Run in ClCCl (dichloromethane). Reaction conditions: temperature 2.5 celsius. The product is ClCC(=O)C1OCCCC1 (2-(2-Chloroacetyl)tetrahydropyran). Reaction SMILES: [O:1]1[CH2:6][CH2:5][CH2:4][CH2:3][CH:2]1[C:7]([OH:9])=O.C(Cl)(=O)[C:11]([Cl:13])=O>ClCCl.CN(C=O)C>[Cl:13][CH2:11][C:7]([CH:2]1[CH2:3][CH2:4][CH2:5][CH2:6][O:1]1)=[O:9]. Procedure details: Tetrahydropyran-2-carboxylic acid (3.3g) in dry dichloromethane (60ml) was treated with oxalyl chloride (4.8g, 3.3ml) and DMF (2-3 drops). After the initial effervescence had ceased the mixture was left for a further 1h at ambient temperature. The solvent and excess oxalyl chloride were removed in vacuo and the resultant oil [vmax (CH2Cl2)1830cm-1 ] was dissolved in dichloromethane (20ml). This acid chloride solution was then added dropwise to a freshly prepared ethereal solution of diazomethane... The reactants are C(C(=O)C1=CC=CC=C1)C1C(CCCC1)=O (2-phenacylcyclohexanone), C(C)(=O)NC1=C(C(=O)O)C=C(C=C1)N (2-acetamido-5-aminobenzoic acid), crystals. Run in C(C)(=O)O (acetic acid). Product: C(C)(=O)NC1=C(C=C(C=C1)N1C(=CC=2CCCCC12)C1=CC=CC=C1)C(=O)O (1-(4-Acetamido-3-carboxyphenyl)-2-phenyl-4,5,6,7-tetrahydroindole). As a reaction SMILES: [CH2:1]([CH:10]1[CH2:15][CH2:14][CH2:13][CH2:12][C:11]1=O)[C:2]([C:4]1[CH:9]=[CH:8][CH:7]=[CH:6][CH:5]=1)=O.[C:17]([NH:20][C:21]1[CH:29]=[CH:28][C:27]([NH2:30])=[CH:26][C:22]=1[C:23]([OH:25])=[O:24])(=[O:19])[CH3:18]>C(O)(=O)C>[C:17]([NH:20][C:21]1[CH:29]=[CH:28][C:27]([N:30]2[C:11]3[CH2:12][CH2:13][CH2:14][CH2:15][C:10]=3[CH:1]=[C:2]2[C:4]2[CH:5]=[CH:6][CH:7]=[CH:8][CH:9]=2)=[CH:26][C:22]=1[C:23]([OH:25])=[O:24])(=[O:19])[CH3:18]. Reported procedure: A mixture of 11.7 g. (0.054 mole) of 2-phenacylcyclohexanone, 10.5 g. (0.054 mole) of 2-acetamido-5-aminobenzoic acid, and 50 ml. of glacial acetic acid was heated under reflux for 4 hours, cooled, diluted with 15 ml. of methanol and filtered. The collected solid was recrystallized from acetonitrile to provide 9.45 g. (47%) of crystals, m.p. 192° -194°. Starting materials: BrC1=CC=C(C=C1)C1=C(C(=NO1)C)NC1CC2=CC=CC=C2C1 ([5-(4-bromo-phenyl)-3-methyl-isoxazol-4-yl]-indan-2-yl-amine), C(C)OC(=O)C1(CC1)C1=CC=C(C=C1)B1OC(C(O1)(C)C)(C)C (1-[4-(4,4,5,5-tetramethyl-[1,3,2]dioxaborolan-2-yl)-phenyl]-cyclopropanecarboxylic acid ethyl ester). The product is C(C)OC(=O)C1(CC1)C1=CC=C(C=C1)C1=CC=C(C=C1)C1=C(C(=NO1)C)NC1CC2=CC=CC=C2C1 (1-{4′-[4-(Indan-2-ylamino)-3-methyl-isoxazol-5-yl]-biphenyl-4-yl}-cyclopropanecarboxylic acid ethyl ester). Reaction SMILES: Br[C:2]1[CH:7]=[CH:6][C:5]([C:8]2[O:12][N:11]=[C:10]([CH3:13])[C:9]=2[NH:14][CH:15]2[CH2:23][C:22]3[C:17](=[CH:18][CH:19]=[CH:20][CH:21]=3)[CH2:16]2)=[CH:4][CH:3]=1.[CH2:24]([O:26][C:27]([C:29]1([C:32]2[CH:37]=[CH:36][C:35](B3OC(C)(C)C(C)(C)O3)=[CH:34][CH:33]=2)[CH2:31][CH2:30]1)=[O:28])[CH3:25]>>[CH2:24]([O:26][C:27]([C:29]1([C:32]2[CH:37]=[CH:36][C:35]([C:2]3[CH:7]=[CH:6][C:5]([C:8]4[O:12][N:11]=[C:10]([CH3:13])[C:9]=4[NH:14][CH:15]4[CH2:23][C:22]5[C:17](=[CH:18][CH:19]=[CH:20][CH:21]=5)[CH2:16]4)=[CH:4][CH:3]=3)=[CH:34][CH:33]=2)[CH2:30][CH2:31]1)=[O:28])[CH3:25]. Procedure: Prepared according to the procedure described in Example 108, Step 2, using [5-(4-bromo-phenyl)-3-methyl-isoxazol-4-yl]-indan-2-yl-amine and 1-[4-(4,4,5,5-tetramethyl-[1,3,2]dioxaborolan-2-yl)-phenyl]-cyclopropanecarboxylic acid ethyl ester.